From a dataset of the Open Reaction Database (ORD), a public repository of structured organic reaction records. describe an organic reaction: reactants, conditions, products, and yield Starting materials: BrC1=C(C=O)C=CC(=C1OC1=CC=C(C=C1)[N+](=O)[O-])OC1CCCC1 (2-bromo-4-cyclopentoxy-3-(p-nitrophenoxy)-benzaldehyde), C([O-])([O-])=O.[Na+].[Na+] (sodium carbonate), O (Water). The reagents and catalysts are C(C)(=O)[O-].[Pd+2].C(C)(=O)[O-] (palladium (II) acetate). Solvent: CN(C=O)C (dimethylformamide). Conditions: temperature 130 celsius, time 7 hour. Product: C1(CCCC1)OC1=CC=C(C2=C1OC1=C2C=C(C=C1)[N+](=O)[O-])C=O (4-cyclopentyloxy-8-nitro-1-formyl dibenzo[b,d]furan). Yield: 56.4%. Reaction SMILES: Br[C:2]1[C:9]([O:10][C:11]2[CH:16]=[CH:15][C:14]([N+:17]([O-:19])=[O:18])=[CH:13][CH:12]=2)=[C:8]([O:20][CH:21]2[CH2:25][CH2:24][CH2:23][CH2:22]2)[CH:7]=[CH:6][C:3]=1[CH:4]=[O:5].C(=O)([O-])[O-].[Na+].[Na+].O>CN(C)C=O.C([O-])(=O)C.[Pd+2].C([O-])(=O)C>[CH:21]1([O:20][C:8]2[C:9]3[O:10][C:11]4[CH:16]=[CH:15][C:14]([N+:17]([O-:19])=[O:18])=[CH:13][C:12]=4[C:2]=3[C:3]([CH:4]=[O:5])=[CH:6][CH:7]=2)[CH2:25][CH2:24][CH2:23][CH2:22]1 |f:1.2.3,6.7.8|. Procedure: Intermediate 2-bromo-4-cyclopentoxy-3-(p-nitrophenoxy)-benzaldehyde (500 mg, 1.09 mmol), anhydrous sodium carbonate (150 mg, 1.325 mmol) and palladium (II) acetate (25 mg, 0.096 mmol), in dimethylformamide (10 ml) are heated and stirred under nitrogen at 130° C. for 7 h. Water (90 ml) is added to the cooled reaction mixture and extracted with ethyl acetate (2×25 ml). The combined organic layer was washed with 5% hydrochloric acid followed by water and dried over anhydrous sodium sulfate to affor... Starting materials: [H-].[Na+] (NaH), ClC1=NC2=CC(=C(C=C2C(=N1)C1=CC=C(C=C1)C(C)C)OC)OC (2-chloro-4-(4-isopropyl-phenyl)-6,7-dimethoxy-quinazoline). Solvent: C(C)(C)O (isopropanol), C(C)(=O)OCC (ethyl acetate). Run at time 2 hour. Product: C(C)(C)OC1=NC2=CC(=C(C=C2C(=N1)C1=CC=C(C=C1)C(C)C)OC)OC (2-Isopropoxy-4-(4-isopropyl-phenyl)-6,7-dimethoxy-quinazoline). RXN SMILES: [H-].[Na+].Cl[C:4]1[N:13]=[C:12]([C:14]2[CH:19]=[CH:18][C:17]([CH:20]([CH3:22])[CH3:21])=[CH:16][CH:15]=2)[C:11]2[C:6](=[CH:7][C:8]([O:25][CH3:26])=[C:9]([O:23][CH3:24])[CH:10]=2)[N:5]=1>C(O)(C)C.C(OCC)(=O)C>[CH:9]([O:23][C:4]1[N:13]=[C:12]([C:14]2[CH:19]=[CH:18][C:17]([CH:20]([CH3:22])[CH3:21])=[CH:16][CH:15]=2)[C:11]2[C:6](=[CH:7][C:8]([O:25][CH3:26])=[C:9]([O:23][CH3:24])[CH:10]=2)[N:5]=1)([CH3:10])[CH3:8] |f:0.1|. Reported procedure: 11 mg (0.44 mmol) NaH is dissolved in 2 ml isopropanol and stirred for 2 h at rt. After that time 30 mg (0.088 mmol) 2-chloro-4-(4-isopropyl-phenyl)-6,7-dimethoxy-quinazoline is added and the solution is stirred at 55° C. overnight. The reaction mixture is diluted with ethyl acetate and extracted with brine. The organic layer is dried and evaporated. After chromatography (hexane/ethyl acetate) the product is obtained as yellow oil.